This data is from the Open Reaction Database (ORD), a public repository of structured organic reaction records. The task is: describe an organic reaction: reactants, conditions, products, and yield Starting materials: ClCCl, CC#N, C[Si](C)(C)Cl, COc1ncc(OC(F)(F)C(F)F)cc1F, [I-], [Na+]. Product: Oc1ncc(OC(F)(F)C(F)F)cc1F. Reaction SMILES: [CH2:27]([Cl:28])[Cl:29].[CH3:24][C:25]#[N:26].[Cl:3][Si:4]([CH3:5])([CH3:6])[CH3:7].[F:8][c:9]1[c:10]([O:22][CH3:23])[n:11][cH:12][c:13]([O:15][C:16]([CH:17]([F:18])[F:19])([F:20])[F:21])[cH:14]1.[I-:2].[Na+:1]>>[F:8][c:9]1[c:10]([OH:22])[n:11][cH:12][c:13]([O:15][C:16]([CH:17]([F:18])[F:19])([F:20])[F:21])[cH:14]1. Reactants: OC(C[C@@]1(CCN(C(O1)=O)[C@@H](C)C1=CC=C(C=C1)B1OC(C(O1)(C)C)(C)C)C1=CC=CC=C1)(C)C ((S)-6-(2-hydroxy-2-methylpropyl)-6-phenyl-3-((S)-1-(4-(4,4,5,5-tetramethyl-1,3,2-dioxaborolan-2-yl)phenyl)ethyl)-1,3-oxazinan-2-one), BrC=1SC(=CN1)C(=O)NC1CC1 (2-bromo-N-cyclopropylthiazole-5-carboxamide). Yields the product C1(CC1)NC(=O)C1=CN=C(S1)C1=CC=C(C=C1)[C@H](C)N1C(O[C@](CC1)(C1=CC=CC=C1)CC(C)(C)O)=O (N-cyclopropyl-2-(4-((S)-1-((S)-6-(2-hydroxy-2-methylpropyl)-2-oxo-6-phenyl-1,3-oxazinan-3-yl)ethyl)phenyl)thiazole-5-carboxamide). As a reaction SMILES: [OH:1][C:2]([CH3:35])([CH3:34])[CH2:3][C@@:4]1([C:28]2[CH:33]=[CH:32][CH:31]=[CH:30][CH:29]=2)[O:9][C:8](=[O:10])[N:7]([C@H:11]([C:13]2[CH:18]=[CH:17][C:16](B3OC(C)(C)C(C)(C)O3)=[CH:15][CH:14]=2)[CH3:12])[CH2:6][CH2:5]1.Br[C:37]1[S:38][C:39]([C:42]([NH:44][CH:45]2[CH2:47][CH2:46]2)=[O:43])=[CH:40][N:41]=1>>[CH:45]1([NH:44][C:42]([C:39]2[S:38][C:37]([C:16]3[CH:15]=[CH:14][C:13]([C@@H:11]([N:7]4[CH2:6][CH2:5][C@:4]([CH2:3][C:2]([OH:1])([CH3:34])[CH3:35])([C:28]5[CH:33]=[CH:32][CH:31]=[CH:30][CH:29]=5)[O:9][C:8]4=[O:10])[CH3:12])=[CH:18][CH:17]=3)=[N:41][CH:40]=2)=[O:43])[CH2:47][CH2:46]1. Procedure: The title compound was prepared from (S)-6-(2-hydroxy-2-methylpropyl)-6-phenyl-3-((S)-1-(4-(4,4,5,5-tetramethyl-1,3,2-dioxaborolan-2-yl)phenyl)ethyl)-1,3-oxazinan-2-one and 2-bromo-N-cyclopropylthiazole-5-carboxamide following a procedure analogous to that described in Example 1 Step 2. LC-MS Method 2 tR=1.219 min, m/z=462.1; 1H NMR (CDCl3) 0.51 (m, 2H), 0.81 (m, 2H), 1.04 (s, 3H), 1.12 (s, 3H), 1.47 (d, 3H), 2.06-2.24 (m, 5H), 2.29-2.40 (m, 1H), 2.71-2.89 (m, 2H), 5.62 (m, 1H), 6.09 (s, 1H), 6.... Reactants: CCCCc1nc(C)c(C(O)c2ccccc2)c(=O)n1Cc1ccc(-c2ccccc2-c2noc(=O)[nH]2)cc1, CCOC(C)=O, ClCCl, [Na+], [Na+], O, O=S([O-])([O-])=S. The product is CCCCc1nc(C)c(C(=O)c2ccccc2)c(=O)n1Cc1ccc(-c2ccccc2-c2noc(=O)[nH]2)cc1. As a reaction SMILES: [CH2:1]([CH2:2][CH2:3][CH3:4])[c:5]1[n:6][c:7]([CH3:39])[c:8]([CH:31]([c:32]2[cH:33][cH:34][cH:35][cH:36][cH:37]2)[OH:38])[c:9](=[O:30])[n:10]1[CH2:11][c:12]1[cH:13][cH:14][c:15](-[c:18]2[c:19](-[c:24]3[n:25][o:26][c:27](=[O:29])[nH:28]3)[cH:20][cH:21][cH:22][cH:23]2)[cH:16][cH:17]1.[CH3:40][CH2:41][O:42][C:43](=[O:44])[CH3:45].[Cl:54][CH2:55][Cl:56].[Na+:52].[Na+:53].[OH2:46].[S:47]([O-:48])([O-:49])(=[O:50])=[S:51]>>[CH2:1]([CH2:2][CH2:3][CH3:4])[c:5]1[n:6][c:7]([CH3:39])[c:8]([C:31]([c:32]2[cH:33][cH:34][cH:35][cH:36][cH:37]2)=[O:38])[c:9](=[O:30])[n:10]1[CH2:11][c:12]1[cH:13][cH:14][c:15](-[c:18]2[c:19](-[c:24]3[n:25][o:26][c:27](=[O:29])[nH:28]3)[cH:20][cH:21][cH:22][cH:23]2)[cH:16][cH:17]1. The reagents and catalysts are [Cl-].C(C1=CC=CC=C1)[N+](CC)(CC)CC (benzyltriethylammonium chloride). Reactants: BrC1=CC=2CC3=CC=CC=C3C2C=C1 (2-bromofluorene), [OH-].[Na+] (NaOH), BrC1=CC=2CC3=CC=CC=C3C2C=C1 (2-bromofluorene), BrCC1=C(C=CC(=C1CBr)C1=CC=CC=C1)C1=CC=CC=C1 (2′,3′-Bis(bromomethyl)-p-terphenyl), BrCC1=C(C=CC(=C1CBr)C1=CC=CC=C1)C1=CC=CC=C1 (2′,3′-Bis(bromomethyl)-p-terphenyl). As a reaction SMILES: [OH-].[Na+].[Br:3][C:4]1[CH:16]=[CH:15][C:14]2[C:13]3[C:8](=[CH:9][CH:10]=[CH:11][CH:12]=3)[CH2:7][C:6]=2[CH:5]=1.Br[CH2:18][C:19]1[C:24]([CH2:25]Br)=[C:23]([C:27]2[CH:32]=[CH:31][CH:30]=[CH:29][CH:28]=2)[CH:22]=[CH:21][C:20]=1[C:33]1[CH:38]=[CH:37][CH:36]=[CH:35][CH:34]=1>C1(C)C=CC=CC=1.[Cl-].C([N+](CC)(CC)CC)C1C=CC=CC=1>[Br:3][C:4]1[CH:16]=[CH:15][C:14]2[C:13]3[C:8]([C:7]4([CH:18]=[C:19]5[C:24]([C:23]([C:27]6[CH:32]=[CH:31][CH:30]=[CH:29][CH:28]=6)=[CH:22][CH:21]=[C:20]5[C:33]5[CH:34]=[CH:35][CH:36]=[CH:37][CH:38]=5)=[CH:25]4)[C:6]=2[CH:5]=1)=[CH:9][CH:10]=[CH:11][CH:12]=3 |f:0.1,5.6|. Run in C1(=CC=CC=C1)C (toluene). Reported procedure: A 50 wt % aqueous NaOH solution (35 mL) is added to a solution of 2-bromofluorene (5) (2.36 g, 9.63 mmol) and 2′,3′-bis(bromomethyl)-p-terphenyl (4b) (4.0 g, 9.61 mmol) in toluene (70 mL). Subsequently, benzyltriethylammonium chloride (110 mg, 0.483 mmol) is added as a phase transfer catalyst. The reaction mixture is vigorously stirred for 5 h when an additional amount of 2-bromofluorene (5) (0.90 g, 3.92 mmol) is added. The reaction was allowed to continue until 2′,3′-bis(bromomethyl)-p-terphen... Isolated yield 55.6%. Product: BrC1=CC2=C(C=C1)C1=CC=CC=C1C21C=C2C(=CC=C(C2=C1)C1=CC=CC=C1)C1=CC=CC=C1 (2-Bromo-4′,7′-diphenylspiro(fluorene-9,2′-indene)).